From a dataset of the Open Reaction Database (ORD), a public repository of structured organic reaction records. describe an organic reaction: reactants, conditions, products, and yield Reactants: C1(CCCCC1)N.C(C)(C)(C)OC(=O)/C(=C/C1(CCCC1)C(=O)O)/COCCOC ((E)-1-[2-(tert-Butoxycarbonyl)-3-(2-methoxyethoxy)prop-1-enyl]-1-cyclopentanecarboxylic acid cyclohexylamine salt), C1(=CC=CC=C1)P(C[C@@H](C)P(C1=CC=CC=C1)C1=CC=CC=C1)C1=CC=CC=C1 ((R)-(+)-1,2-bis(diphenylphosphino)propane). The reagents and catalysts are C1/C=C\CC/C=C\C1.C1/C=C\CC/C=C\C1.[Cl-].[Cl-].[Rh].[Rh] (chloro(1,5-cyclooctadiene)rhodium(I)dimer). Reaction conditions: time 4 hour. Product: C(C)(C)(C)OC(=O)[C@@H](CC1(CCCC1)C(=O)O)COCCOC ((S)-1-[2-(tert-Butoxycarbonyl)-3-(2-methoxyethoxy)propyl]-1-cyclopentanecarboxylic acid). Reaction SMILES: C1(N)CCCCC1.[C:8]([O:12][C:13](/[C:15](/[CH2:25][O:26][CH2:27][CH2:28][O:29][CH3:30])=[CH:16]/[C:17]1([C:22]([OH:24])=[O:23])[CH2:21][CH2:20][CH2:19][CH2:18]1)=[O:14])([CH3:11])([CH3:10])[CH3:9].C1(P(C2C=CC=CC=2)C[C@H](P(C2C=CC=CC=2)C2C=CC=CC=2)C)C=CC=CC=1>C1CC=CCCC=C1.C1CC=CCCC=C1.[Cl-].[Cl-].[Rh].[Rh]>[C:8]([O:12][C:13]([C@H:15]([CH2:25][O:26][CH2:27][CH2:28][O:29][CH3:30])[CH2:16][C:17]1([C:22]([OH:24])=[O:23])[CH2:21][CH2:20][CH2:19][CH2:18]1)=[O:14])([CH3:10])([CH3:9])[CH3:11] |f:0.1,3.4.5.6.7.8|. Procedure: (E)-1-[2-(tert-Butoxycarbonyl)-3-(2-methoxyethoxy)prop-1-enyl]-1-cyclopentanecarboxylic acid cyclohexylamine salt (50 mg, 0.11 mmole), chloro(1,5-cyclooctadiene)rhodium(I)dimer (2.0 mg, 0.004 mmole) and (R)-(+)-1,2-bis(diphenylphosphino)propane (3.2 mg, 0.008 mmole) were charged to a glass vial and the top sealed with a rubber septum. The system was flushed with argon, methanol (0.5 mL) was added and the mixture hydrogenated in a steel bomb at 345 kPa (50 p.s.i.) and room temperature for 4 hours... RXN SMILES: [OH:1][C:2]12[CH2:11][CH:6]3[CH2:7][CH:8]([CH2:10][CH:4]([CH:5]3[O:12][C:13]([N:15]3[CH2:19][CH2:18][C@H:17](O)[CH2:16]3)=[O:14])[CH2:3]1)[CH2:9]2.[O:21]=[C:22]1[CH2:27][C:26]([C:28]#[N:29])=[CH:25][CH2:24][NH:23]1>>[OH:1][C:2]12[CH2:3][CH:4]3[CH2:10][CH:8]([CH2:7][CH:6]([CH:5]3[O:12][C:13]([N:15]3[CH2:19][CH2:18][C@@H:17]([N:23]4[CH:24]=[CH:25][C:26]([C:28]#[N:29])=[CH:27][C:22]4=[O:21])[CH2:16]3)=[O:14])[CH2:11]1)[CH2:9]2. Procedure details: The title compounds were prepared from (S)-3-hydroxy-pyrrolidine-1-carboxylic acid 5-hydroxy-adamantan-2-yl ester (ca. 1:1 mixture of cis- and trans-isomer) and 2-oxo-1,6-dihydro-pyridine-4-carbonitrile following a procedure analogous to that described in Example 77. The isomers were separated by HPLC on reversed phase (acetonitrile/water containing 1.36% trifluoroacetic acid). Product: OC12CC3C(C(CC(C1)C3)C2)OC(=O)N2C[C@@H](CC2)N2C(C=C(C=C2)C#N)=O ((R)-3-(4-Cyano-2-oxo-2H-pyridin-1-yl)-pyrrolidine-1-carboxylic acid 5-hydroxy-adamantan-2-yl ester). Yield: 2.0%. Reactants: OC12CC3C(C(CC(C1)C3)C2)OC(=O)N2C[C@H](CC2)O ((S)-3-hydroxy-pyrrolidine-1-carboxylic acid 5-hydroxy-adamantan-2-yl ester), O=C1NCC=C(C1)C#N (2-oxo-1,6-dihydro-pyridine-4-carbonitrile). The reactants are C(CCC)[Li] (n-butyl-lithium), C(C)OC(=O)C1C(C1C=O)(C)C (2,2-dimethyl-3-formyl-cyclopropanecarboxylic acid ethyl ester), C(C)OP(OCC)(=O)CC1=CC=C(C=C1)Cl (4-chlorobenzyl-phosphonic acid diethyl ester), C(Cl)(Cl)(Cl)Cl (carbon tetrachloride). Solvent: O1CCCC1 (tetrahydrofuran), O (water). Conditions: temperature -70 celsius. Yields the product C(C)OC(=O)C1C(C1C=C(C1=CC=C(C=C1)Cl)Cl)(C)C (2,2-Dimethyl-3-(2-chloro-2-p-chlorophenyl-vinyl)-cyclopropanecarboxylic acid ethyl ester). Yield: 54.3%. As a reaction SMILES: C(OP([CH2:9][C:10]1[CH:15]=[CH:14][C:13]([Cl:16])=[CH:12][CH:11]=1)(=O)OCC)C.C([Li])CCC.C(Cl)(Cl)(Cl)[Cl:23].[CH2:27]([O:29][C:30]([CH:32]1[CH:34]([CH:35]=O)[C:33]1([CH3:38])[CH3:37])=[O:31])[CH3:28]>O1CCCC1.O>[CH2:27]([O:29][C:30]([CH:32]1[CH:34]([CH:35]=[C:9]([Cl:23])[C:10]2[CH:11]=[CH:12][C:13]([Cl:16])=[CH:14][CH:15]=2)[C:33]1([CH3:38])[CH3:37])=[O:31])[CH3:28]. Reported procedure: 26.3 g (0.1 mol) of 4-chlorobenzyl-phosphonic acid diethyl ester were dissolved in 400 ml of absolute tetrahydrofuran and the solution was cooled to -70° C. 0.11 mol of n-butyl-lithium (15% strength solution in hexane) were added dropwise, in counter-current with nitrogen and while stirring thoroughly, and the reaction mixture was then subsequently stirred at -70° C. for a further 15 minutes. 15.4 g (0.1 mol) of carbon tetrachloride were then added dropwise at -70° C., also under nitrogen, and t... The reactants are ClC1=C(C=C(C(=C1[N+](=O)[O-])Cl)[N+](=O)[O-])C(F)(F)F (2,4-dichloro-3,5-dinitrobenzotrifluoride), CN(N)C (1,1-dimethylhydrazine). The solvent is C1CCCCC1 (cyclohexane). Conditions: time 20 minute. The product is CN(NC1=C(C(=C(C=C1[N+](=O)[O-])C(F)(F)F)Cl)[N+](=O)[O-])C (N-(dimethylamino)-3-chloro-2,6-dinitro-4-trifluoromethylaniline). The yield is 85.0%. Reaction SMILES: [Cl:1][C:2]1[C:7]([N+:8]([O-:10])=[O:9])=[C:6](Cl)[C:5]([N+:12]([O-:14])=[O:13])=[CH:4][C:3]=1[C:15]([F:18])([F:17])[F:16].[CH3:19][N:20]([CH3:22])[NH2:21]>C1CCCCC1>[CH3:19][N:20]([CH3:22])[NH:21][C:6]1[C:5]([N+:12]([O-:14])=[O:13])=[CH:4][C:3]([C:15]([F:18])([F:17])[F:16])=[C:2]([Cl:1])[C:7]=1[N+:8]([O-:10])=[O:9]. Procedure: To 20.0 g. (0.065 mole) of 2,4-dichloro-3,5-dinitrobenzotrifluoride and 300 ml. of cyclohexane in a 500 ml. round-bottom flask equipped with a stirrer and dropping funnel was added 7.86 g. (0.13 mole) of 1,1-dimethylhydrazine at ambient temperature. The addition was drop-wise over a period of about 20 minutes. Stirring was continued for 22 hours at room temperature. The resultant mixture was filtered and the insoluble solid then stirred with 300 ml. of water for one hour to dissolve the hydrazin... The reactants are NC(=O)c1ccc(Oc2ccc3c(c2)CN(Cc2ccccc2)C3)nc1, CCO. The product is NC(=O)c1ccc(Oc2ccc3c(c2)CNC3)nc1. Reaction SMILES: [CH2:1]([c:2]1[cH:3][cH:4][cH:5][cH:6][cH:7]1)[N:8]1[CH2:9][c:10]2[cH:11][cH:12][c:13]([O:17][c:18]3[n:19][cH:20][c:21]([C:22](=[O:23])[NH2:24])[cH:25][cH:26]3)[cH:14][c:15]2[CH2:16]1.[CH3:27][CH2:28][OH:29]>>[NH:8]1[CH2:9][c:10]2[cH:11][cH:12][c:13]([O:17][c:18]3[n:19][cH:20][c:21]([C:22](=[O:23])[NH2:24])[cH:25][cH:26]3)[cH:14][c:15]2[CH2:16]1. RXN SMILES: [Cl:1][C:2]1[N:7]=[C:6]([CH2:8][OH:9])[CH:5]=[CH:4][CH:3]=1.[C:10]([O:14][C:15]([N:17]1[CH2:22][CH2:21][N:20]([C:23]2[CH:28]=[CH:27][N:26]=[C:25](Cl)[N:24]=2)[CH2:19][CH2:18]1)=[O:16])([CH3:13])([CH3:12])[CH3:11]>>[C:10]([O:14][C:15]([N:17]1[CH2:22][CH2:21][N:20]([C:23]2[CH:28]=[CH:27][N:26]=[C:25]([O:9][CH2:8][C:6]3[CH:5]=[CH:4][CH:3]=[C:2]([Cl:1])[N:7]=3)[N:24]=2)[CH2:19][CH2:18]1)=[O:16])([CH3:13])([CH3:11])[CH3:12]. Reported procedure: The title compound (I-5b) was prepared from (6-chloro-pyridin-2-yl)-methanol (I-5a) and 4-(2-chloro-pyrimidin-4-yl)-piperazine-1-carboxylic acid tert-butyl ester (I-1 a) according to a procedure analogous to that described in Example 1. The reactants are ClC1=CC=CC(=N1)CO ((6-chloro-pyridin-2-yl)-methanol), C(C)(C)(C)OC(=O)N1CCN(CC1)C1=NC(=NC=C1)Cl (4-(2-chloro-pyrimidin-4-yl)-piperazine-1-carboxylic acid tert-butyl ester). The product is C(C)(C)(C)OC(=O)N1CCN(CC1)C1=NC(=NC=C1)OCC1=NC(=CC=C1)Cl (4-[2-(6-Chloro-pyridin-2-ylmethoxy)-pyrimidin-4-yl]-piperazine-1-carboxylic acid tert-butyl ester). Starting materials: Br(=O)(=O)O.O1CCN(CC1)C(=N)N (Morpholinoformamidine bromate salt), COC=1C=C(C(=O)C2C(OC=CC2)=O)C=CC1 (3-(3-methoxybenzoyl)dihydropyran-2-one), CC(C)([O-])C.[Na+] (sodium t-butoxide). Run in CC(C)(C)O (t-BuOH). Yields the product OCCC=1C(=NC(=NC1C1=CC(=CC=C1)OC)N1CCOCC1)O (5-(2-hydroxyethyl)-6-(3-methoxyphenyl)-2-(morpholin-4-yl)-pyrimidin-4-ol), 4-(3-methoxyphenyl)-2-(morpholin-4-yl)-5,6-furo[2,3-d]pyrimidine. Yield: 16.0%. As a reaction SMILES: Br(O)(=O)=O.[O:5]1[CH2:10][CH2:9][N:8]([C:11]([NH2:13])=[NH:12])[CH2:7][CH2:6]1.[CH3:14][O:15][C:16]1[CH:17]=[C:18]([CH:28]=[CH:29][CH:30]=1)[C:19]([CH:21]1[CH2:26][CH:25]=C[O:23][C:22]1=O)=O.CC(C)([O-:34])C.[Na+]>CC(O)(C)C>[OH:34][CH2:25][CH2:26][C:21]1[C:22]([OH:23])=[N:12][C:11]([N:8]2[CH2:9][CH2:10][O:5][CH2:6][CH2:7]2)=[N:13][C:19]=1[C:18]1[CH:28]=[CH:29][CH:30]=[C:16]([O:15][CH3:14])[CH:17]=1 |f:0.1,3.4|. Procedure details: Morpholinoformamidine bromate salt (200 mg, 0.952 mmol), 3-(3-methoxybenzoyl)dihydropyran-2-one (544 mg, 3.6 mmol) and sodium t-butoxide (230 mg, 2.32 mmol) were added into a microwave reaction tube, and dissolved in t-BuOH (3 ml). After irradiation of microwave (200 W, 120° C.) for 1 hour, the solvent was removed under reduced pressure, to obtain a crude product as a brown solid. This was purified by silica gel column chromatography (dichloromethane/methanol=95/5), to obtain 5-(2-hydroxyethyl)-... The reactants are COC1=CC=C(C=C1)S(=O)(=O)N([C@@H](C(=O)OC)C)CC1=CC=CC=C1 (methyl 2(R)-[[4-methoxybenzenesulfonyl](benzyl)amino]propionate), [OH-].[Na+] (sodium hydroxide). The solvent is O1CCCC1 (tetrahydrofuran). Run at time 19 hour. Product: COC1=CC=C(C=C1)S(=O)(=O)N([C@@H](C(=O)O)C)CC1=CC=CC=C1 (2(R)-[[4-methoxybenzenesulfonyl](benzyl)amino]propionic acid). Reaction SMILES: [CH3:1][O:2][C:3]1[CH:8]=[CH:7][C:6]([S:9]([N:12]([CH2:19][C:20]2[CH:25]=[CH:24][CH:23]=[CH:22][CH:21]=2)[C@H:13]([CH3:18])[C:14]([O:16]C)=[O:15])(=[O:11])=[O:10])=[CH:5][CH:4]=1.[OH-].[Na+]>O1CCCC1>[CH3:1][O:2][C:3]1[CH:4]=[CH:5][C:6]([S:9]([N:12]([CH2:19][C:20]2[CH:25]=[CH:24][CH:23]=[CH:22][CH:21]=2)[C@H:13]([CH3:18])[C:14]([OH:16])=[O:15])(=[O:11])=[O:10])=[CH:7][CH:8]=1 |f:1.2|. Procedure details: To a solution of methyl 2(R)-[[4-methoxybenzenesulfonyl](benzyl)amino]propionate (1.05 g, 2.89 mmol) in tetrahydrofuran (60 mL) at room temperature is added 1N aqueous sodium hydroxide (8.6 mL, 8.67 mmol). The reaction mixture is stirred for 19 hours at room temperature. The tetrohydrofuran is then evaporated. The remaining residue is acidified with 1N hydrochloric acid and extracted with ethyl acetate. The combined organic extracts are washed with brine, dried (Na2SO4), and the solvent is evapo...